This data is from the Open Reaction Database (ORD), a public repository of structured organic reaction records. The task is: describe an organic reaction: reactants, conditions, products, and yield Reactants: Ethyl 2-cyano-3-{4-[2 (4-methylsulfonyloxypbenyl)ethoxy]phenyl } propanoate, C(C)OC(C(=CC1=CC=C(C=C1)OCCC1=CC=C(C=C1)OS(=O)(=O)C)C#N)=O (2-Cyano-3-{4-[2-(4-methylsulfonyloxyphenyl)ethoxy]phenyl}acrylic acid ethyl ester), C(C)OC(=O)C1=C(NC(=C(C1)C(=O)OCC)C)C (diethyl-1,4-dihydro-2,6-dimethyl-3,5-pyridine dicarboxylate). Solvent: C(C)(=O)OCC (ethyl acetate). The product is C(#N)C(CO)CC1=CC=C(C=C1)OCCC1=CC=C(C=C1)OS(=O)(=O)C (2-Cyano-3-{4-[2-(4-methylsulfonyloxyphenyl)ethoxy]phenyl}propanol). Yield: 101.4%. Reaction SMILES: C([O:3][C:4](=O)[C:5]([C:27]#[N:28])=[CH:6][C:7]1[CH:12]=[CH:11][C:10]([O:13][CH2:14][CH2:15][C:16]2[CH:21]=[CH:20][C:19]([O:22][S:23]([CH3:26])(=[O:25])=[O:24])=[CH:18][CH:17]=2)=[CH:9][CH:8]=1)C.C(OC(C1CC(C(OCC)=O)=C(C)NC=1C)=O)C>C(OCC)(=O)C>[C:27]([CH:5]([CH2:6][C:7]1[CH:8]=[CH:9][C:10]([O:13][CH2:14][CH2:15][C:16]2[CH:17]=[CH:18][C:19]([O:22][S:23]([CH3:26])(=[O:25])=[O:24])=[CH:20][CH:21]=2)=[CH:11][CH:12]=1)[CH2:4][OH:3])#[N:28]. Procedure details: Ethyl 2-cyano-3-{4-[2 (4-methylsulfonyloxypbenyl)ethoxy]phenyl } propanoate A mixture of compound (a) (1.69 g; 4.07 mmole) and diethyl-1,4-dihydro-2,6-dimethyl-3,5-pyridine dicarboxylate (2.06 g; 8.14 mmole) was slowly heated to more than 190° C. under vacuum and thereafter allowed to cool to room temperature. The crude product was purified by chromatography on silica gel using heptane:ethyl acetate (gradient 2:1 to 1:1) as eluant to give 1.55 g (yield 91%) of the desired product. Starting materials: C1(=CC=CC=C1)COC(CN(CC(=O)OCC1=CC=CC=C1)C1=CC(=CC(=C1)OCCCCC(=O)OC)OCCCCCCCCCCCCCCCCCC)=O (N-[3-(octadecyloxy)-5-[(5-methoxy-5-oxopentyl)oxy]phenyl]-N-[2-(phenylmethoxy)-2-oxoethyl]glycine phenylmethyl ester), [H][H] (hydrogen). Reagents/catalysts: [Pd] (palladium on carbon). Solvent: C1CCOC1 (THF). Yields the product C(=O)(O)CN(CC(=O)O)C1=CC(=CC(=C1)OCCCCC(=O)OC)OCCCCCCCCCCCCCCCCCC (N-(carboxymethyl)-N-[3-(octadecyloxy)-5-[(5-methoxy-5-oxopentyl)oxy]phenyl]glycine). The yield is 94.3%. Reaction SMILES: C1(C[O:8][C:9](=[O:57])[CH2:10][N:11]([C:23]2[CH:28]=[C:27]([O:29][CH2:30][CH2:31][CH2:32][CH2:33][C:34]([O:36][CH3:37])=[O:35])[CH:26]=[C:25]([O:38][CH2:39][CH2:40][CH2:41][CH2:42][CH2:43][CH2:44][CH2:45][CH2:46][CH2:47][CH2:48][CH2:49][CH2:50][CH2:51][CH2:52][CH2:53][CH2:54][CH2:55][CH3:56])[CH:24]=2)[CH2:12][C:13]([O:15]CC2C=CC=CC=2)=[O:14])C=CC=CC=1.[H][H]>[Pd].C1COCC1>[C:13]([CH2:12][N:11]([C:23]1[CH:28]=[C:27]([O:29][CH2:30][CH2:31][CH2:32][CH2:33][C:34]([O:36][CH3:37])=[O:35])[CH:26]=[C:25]([O:38][CH2:39][CH2:40][CH2:41][CH2:42][CH2:43][CH2:44][CH2:45][CH2:46][CH2:47][CH2:48][CH2:49][CH2:50][CH2:51][CH2:52][CH2:53][CH2:54][CH2:55][CH3:56])[CH:24]=1)[CH2:10][C:9]([OH:57])=[O:8])([OH:15])=[O:14]. Reported procedure: A mixture of 6.5 g of N-[3-(octadecyloxy)-5-[(5-methoxy-5-oxopentyl)oxy]phenyl]-N-[2-(phenylmethoxy)-2-oxoethyl]glycine phenylmethyl ester and 1.5 g of 10% palladium on carbon in 200 ml of THF was stirred in a hydrogen atmosphere at room temperature for 2.5 hours. The catalyst was removed by filtration and the filtrate was concentrated at reduced pressure to a solid which was triturated with hexane. Filtration gave 4.73 g (94% yield, mp 91°-94°) of N-(carboxymethyl)-N-[3-(octadecyloxy)-5-[(5-met...